Task: describe an organic reaction: reactants, conditions, products, and yield. Dataset: the Open Reaction Database (ORD), a public repository of structured organic reaction records Procedure details: To 50 ml of a dichloromethane solution containing 3.7 g of 3-benzyl-5-(N′-t-butoxycarbonylhydrazino)-3H-imidazole-4-carboxylic acid ethyl ester, 20 ml of trifluoroacetic acid was added. The resulting mixture was stirred at room temperature for 4 hours, and 100 ml of toluene was added thereto. The mixture was concentrated under reduced pressure. The residue was dissolved in 400 ml of ethyl acetate, and the solution was washed with 200 ml of a 2 N sodium hydroxide solution. The aqueous layer was e... Run in C1(=CC=CC=C1)C (toluene). Yields the product C(C)OC(=O)C=1N(C=NC1NN)CC1=CC=CC=C1 (3-Benzyl-5-hydrazino-3H-imidazole-4-carboxylic acid ethyl ester). The yield is 61.7%. The reactants are ClCCl (dichloromethane), C(C)OC(=O)C=1N(C=NC1NNC(=O)OC(C)(C)C)CC1=CC=CC=C1 (3-benzyl-5-(N′-t-butoxycarbonylhydrazino)-3H-imidazole-4-carboxylic acid ethyl ester), FC(C(=O)O)(F)F (trifluoroacetic acid). Run at time 4 hour. RXN SMILES: ClCCl.[CH2:4]([O:6][C:7]([C:9]1[N:10]([CH2:23][C:24]2[CH:29]=[CH:28][CH:27]=[CH:26][CH:25]=2)[CH:11]=[N:12][C:13]=1[NH:14][NH:15]C(OC(C)(C)C)=O)=[O:8])[CH3:5].FC(F)(F)C(O)=O>C1(C)C=CC=CC=1>[CH2:4]([O:6][C:7]([C:9]1[N:10]([CH2:23][C:24]2[CH:29]=[CH:28][CH:27]=[CH:26][CH:25]=2)[CH:11]=[N:12][C:13]=1[NH:14][NH2:15])=[O:8])[CH3:5]. The reactants are ClC=1C=C(C=CC1C#N)C1=NN(C=C1)C[C@H](C)NC(=O)C=1N=C(NC1)C ((S)—N-(1-(3-(3-chloro-4-cyanophenyl)-1H-pyrazol-1-yl)propan-2-yl)-2-methyl-1H-imidazole-4-carboxamide), O (Water), C([O-])([O-])=O.[Cs+].[Cs+] (cesium carbonate), ICCF (1-Iodo-2-fluoroethane). Run in C(C)#N (acetonitrile). Reaction conditions: time 8 hour. Yields the product ClC=1C=C(C=CC1C#N)C1=NN(C=C1)C[C@H](C)NC(=O)C=1N=C(N(C1)CCF)C ((S)—N-(1-(3-(3-chloro-4-cyanophenyl)-1H-pyrazol-1-yl)propan-2-yl)-1-(2-fluoroethyl)-2-methyl-1H-imidazole-4-carboxamide). Reaction SMILES: [Cl:1][C:2]1[CH:3]=[C:4]([C:10]2[CH:14]=[CH:13][N:12]([CH2:15][C@@H:16]([NH:18][C:19]([C:21]3[N:22]=[C:23]([CH3:26])[NH:24][CH:25]=3)=[O:20])[CH3:17])[N:11]=2)[CH:5]=[CH:6][C:7]=1[C:8]#[N:9].C(=O)([O-])[O-].[Cs+].[Cs+].I[CH2:34][CH2:35][F:36].O>C(#N)C>[Cl:1][C:2]1[CH:3]=[C:4]([C:10]2[CH:14]=[CH:13][N:12]([CH2:15][C@@H:16]([NH:18][C:19]([C:21]3[N:22]=[C:23]([CH3:26])[N:24]([CH2:34][CH2:35][F:36])[CH:25]=3)=[O:20])[CH3:17])[N:11]=2)[CH:5]=[CH:6][C:7]=1[C:8]#[N:9] |f:1.2.3|. Reported procedure: (S)—N-(1-(3-(3-chloro-4-cyanophenyl)-1H-pyrazol-1-yl)propan-2-yl)-2-methyl-1H-imidazole-4-carboxamide (100 mg, 0.271 mmol) suspended in acetonitrile (5 ml). Into the mixture, cesium carbonate (124 mg, 0.380 mmol) and 1-Iodo-2-fluoroethane (0.049 ml, 0.596 mmol) were added and the resulting mixture was stirred overnight at RT. Water (2 ml) was added and the mixture was evaporated. The product was purified with LC/MS-trigger. 1H-NMR (400 MHz; CDCl3): δ 1.23 (d, 3H), 2.42 (s, 3H), 4.12-4.23 (m, 2H)... Starting materials: FC1=CC(=C(C=C1)N1C[C@H](N(CC1)S(=O)(=O)C1=CC=C(S1)N1C(CCC1)C(=O)OC(C)(C)C)C)C(F)(F)F (tert-butyl 1-(5-((R)-4-(4-fluoro-2-(trifluoromethyl)phenyl)-2-methylpiperazin-1-ylsulfonyl)thiophen-2-yl)pyrrolidine-2-carboxylate), CeCl3.7H2O, CC#N (CH3CN), O (water). The solvent is C(Cl)Cl (CH2Cl2). Product: FC1=CC(=C(C=C1)N1C[C@H](N(CC1)S(=O)(=O)C1=CC=C(S1)N1C(CCC1)C(=O)O)C)C(F)(F)F (1-(5-((R)-4-(4-fluoro-2-(trifluoromethyl)phenyl)-2-methylpiperazin-1-ylsulfonyl)thiophen-2-yl)pyrrolidine-2-carboxylic acid). As a reaction SMILES: [F:1][C:2]1[CH:7]=[CH:6][C:5]([N:8]2[CH2:13][CH2:12][N:11]([S:14]([C:17]3[S:21][C:20]([N:22]4[CH2:26][CH2:25][CH2:24][CH:23]4[C:27]([O:29]C(C)(C)C)=[O:28])=[CH:19][CH:18]=3)(=[O:16])=[O:15])[C@H:10]([CH3:34])[CH2:9]2)=[C:4]([C:35]([F:38])([F:37])[F:36])[CH:3]=1.CC#N.O>C(Cl)Cl>[F:1][C:2]1[CH:7]=[CH:6][C:5]([N:8]2[CH2:13][CH2:12][N:11]([S:14]([C:17]3[S:21][C:20]([N:22]4[CH2:26][CH2:25][CH2:24][CH:23]4[C:27]([OH:29])=[O:28])=[CH:19][CH:18]=3)(=[O:15])=[O:16])[C@H:10]([CH3:34])[CH2:9]2)=[C:4]([C:35]([F:38])([F:36])[F:37])[CH:3]=1. Procedure: tert-butyl 1-(5-((R)-4-(4-fluoro-2-(trifluoromethyl)phenyl)-2-methylpiperazin-1-ylsulfonyl)thiophen-2-yl)pyrrolidine-2-carboxylate (316.0 mg, 0.547 mmol), CeCl3.7H2O (815.0 mg, 2.19 mmol) and KI (363.0 mg, 2.19 mmol) charged to a microwave vial were added with CH3CN (12 mL) and water (0.2 mL). The reaction mixture was subjected to microwave irradiation at 110° C. for 1 hour. This reaction was repeated twice. Both reaction mixtures were then combined and the supernatant clear solution was transfe... Reactants: CC1=NC=2N(C=CC=3C2C=C(N3)C(=O)OCC)C1 (Ethyl 2-methylimidazo[1,2-a]pyrrolo[3,2-c]pyridine-8-carboxylate), Cl (hydrochloric acid), [OH-].[K+] (KOH). Run in C1CCOC1 (THF), C(C)O (ethanol). Run at time 6 hour. Product: CC1=NC=2N(C=CC=3C2C=C(N3)C(=O)O)C1 (2-Methylimidazo[1,2-a]pyrrolo[3,2-c]pyridine-8-carboxylic acid). Yield: 98.6%. RXN SMILES: [CH3:1][C:2]1[CH2:18][N:5]2[CH:6]=[CH:7][C:8]3[C:9]([CH:10]=[C:11]([C:13]([O:15]CC)=[O:14])[N:12]=3)=[C:4]2[N:3]=1.[OH-].[K+].Cl>C1COCC1.C(O)C>[CH3:1][C:2]1[CH2:18][N:5]2[CH:6]=[CH:7][C:8]3[C:9]([CH:10]=[C:11]([C:13]([OH:15])=[O:14])[N:12]=3)=[C:4]2[N:3]=1 |f:1.2|. Reported procedure: To a solution of compound 7b (240 mg, 0.99 mmol) in a mixture of THF (1 mL) and ethanol (1 mL) was added a 2N aqueous KOH solution (1 mL, 2 mmol). The solution was stirred at room temperature for 6 h. After cooling at 0° C., the reaction mixture was acidified at pH=1 by addition of concentrated hydrochloric acid. The solid was collected by filtration and dried at 60° C. under vacuum to give acid 15 (210 mg, 99%); mp 325-327° C.; IR (KBr) 3500-3300, 1714, 1669, 1251 cm−1; 1H NMR (400 MHz, DMSO-d6... Starting materials: C1(=CC=CC=C1)N1N=CC=C1C#C[Si](C)(C)C (1-phenyl-5-[(trimethylsilyl)ethynyl]-1H-pyrazole), C([O-])([O-])=O.[K+].[K+] (potassium carbonate). The solvent is CO (methanol). Reaction conditions: time 3 hour. The product is C(#C)C1=CC=NN1C1=CC=CC=C1 (5-ethynyl-1-phenyl-1H-pyrazole). Yield: 85.7%. As a reaction SMILES: [C:1]1([N:7]2[C:11]([C:12]#[C:13][Si](C)(C)C)=[CH:10][CH:9]=[N:8]2)[CH:6]=[CH:5][CH:4]=[CH:3][CH:2]=1.C(=O)([O-])[O-].[K+].[K+]>CO>[C:12]([C:11]1[N:7]([C:1]2[CH:6]=[CH:5][CH:4]=[CH:3][CH:2]=2)[N:8]=[CH:9][CH:10]=1)#[CH:13] |f:1.2.3|. Reported procedure: To a solution of 1-phenyl-5-[(trimethylsilyl)ethynyl]-1H-pyrazole (1.20 g) in methanol (20.0 mL) was added potassium carbonate (0.173 g), and the mixture was stirred at room temperature for 3 hr. The reaction mixture was filtered, and the filtrate was concentrated to give the title compound (0.72 g). Reaction conditions: temperature 35 celsius, time 4 hour. The reactants are 4(S)-3-[(2R, 3S)-2-Azido-4-benzyloxy-3-hydroxy-butyryl]-4-benzyl-oxazolidin-2-one, C(C1=CC=CC=C1)[C@@H]1N(C(OC1)=O)C([C@H]([C@@H](COCC1=CC=CC=C1)O)Br)=O (4(S)-benzyl-3-[(2S, 3R)-4-benzyloxy-2-bromo-3-hydroxy-butyryl]-oxazolidin-2-one), [N-]=[N+]=[N-].[Na+] (sodium azide). The solvent is C(C)(=O)OCC (ethyl acetate), CN(C=O)C (dimethylformamide). RXN SMILES: [CH2:1]([C@H:8]1[CH2:12][O:11][C:10](=[O:13])[N:9]1C(=O)[C@@H](Br)[C@H](O)COCC1C=CC=CC=1)[C:2]1[CH:7]=[CH:6][CH:5]=[CH:4][CH:3]=1.[N-]=[N+]=[N-].[Na+]>CN(C)C=O.C(OCC)(=O)C>[CH2:1]([CH:8]1[CH2:12][O:11][C:10](=[O:13])[NH:9]1)[C:2]1[CH:3]=[CH:4][CH:5]=[CH:6][CH:7]=1 |f:1.2|. Yields the product C(C1=CC=CC=C1)C1NC(OC1)=O (4-benzyl-oxazolidin-2-one). Procedure details: 4(S)-3-[(2R, 3S)-2-Azido-4-benzyloxy-3-hydroxy-butyryl]-4-benzyl-oxazolidin-2-one. To a solution of 4(S)-benzyl-3-[(2S, 3R)-4-benzyloxy-2-bromo-3-hydroxy-butyryl]-oxazolidin-2-one (969 mg, 2.16 mmol) in dimethylformamide (9.0 mL) is added sodium azide (211 mg, 3.25 mmol) and the reaction mixture is stirred at 35° C. for 4 hr. The mixture is diluted with ethyl acetate and washed several times with water, brine and dried over Na2SO4. Filtration and removal of solvents under vacuo gives 4(S)-3-[(2R... The reactants are C1(=CC=CC=C1)C(CCN)C1=CC=CC=C1 (3.3-diphenylpropylamine), C(C)(=O)O[BH-](OC(C)=O)OC(C)=O.[Na+] (sodium triacetoxyborohydride), C(C)(=O)O (acetic acid), C(=O)(OC(C)(C)C)N1C(CCCC1)=O (N-Boc-piperidone), soda solution. The solvent is ClC(C)Cl (dichloroethane). Reaction conditions: time 1 hour. The product is C1(=CC=CC=C1)C(CCNC1CCN(CC1)C(=O)OC(C)(C)C)C1=CC=CC=C1 (tert-butyl 4-[(3,3-diphenylpropyl)amino]-1-piperidine carboxylate). Yield: 101.4%. Reaction SMILES: [C:1]1([CH:7]([C:11]2[CH:16]=[CH:15][CH:14]=[CH:13][CH:12]=2)[CH2:8][CH2:9][NH2:10])[CH:6]=[CH:5][CH:4]=[CH:3][CH:2]=1.C(O[BH-](OC(=O)C)OC(=O)C)(=O)C.[Na+].C(O)(=O)C.[C:35]([N:42]1[CH2:47][CH2:46][CH2:45][CH2:44][C:43]1=O)([O:37][C:38]([CH3:41])([CH3:40])[CH3:39])=[O:36]>ClC(Cl)C>[C:11]1([CH:7]([C:1]2[CH:2]=[CH:3][CH:4]=[CH:5][CH:6]=2)[CH2:8][CH2:9][NH:10][CH:45]2[CH2:46][CH2:47][N:42]([C:35]([O:37][C:38]([CH3:41])([CH3:40])[CH3:39])=[O:36])[CH2:43][CH2:44]2)[CH:12]=[CH:13][CH:14]=[CH:15][CH:16]=1 |f:1.2|. Reported procedure: 3.3-diphenylpropylamine (5.8 g, 27.5 mmol), sodium triacetoxyborohydride (6.36 g, 30 mmol) and 0.5 ml of acetic acid are added to 5 g (25 mmol) of N-Boc-piperidone in 100 ml of dry dichloroethane. The turbid yellow solution is agitated at ambient temperature for 1 hour. 50 ml of a soda solution (0.1 M) is then added and the mixture is agitated for 30 minutes. The organic phase is washed with a saturated solution of sodium bicarbonate, with sodium chloride, dried over magnesium sulphate, filtered... The reactants are Cn1cc(C(=O)O)cc(Cl)c1=O, CC(N)C(N)(c1ccc(F)cc1)c1ccc(F)nc1. Yields the product CC1NC(c2cc(Cl)c(=O)n(C)c2)=NC1(c1ccc(F)cc1)c1ccc(F)nc1. RXN SMILES: [Cl:20][c:21]1[c:22](=[O:31])[n:23]([CH3:30])[cH:24][c:25]([C:27]([OH:28])=[O:29])[cH:26]1.[F:1][c:2]1[cH:3][cH:4][c:5]([C:8]([CH:9]([CH3:10])[NH2:11])([NH2:12])[c:13]2[cH:14][n:15][c:16]([F:19])[cH:17][cH:18]2)[cH:6][cH:7]1>>[F:1][c:2]1[cH:3][cH:4][c:5]([C:8]2([c:13]3[cH:14][n:15][c:16]([F:19])[cH:17][cH:18]3)[CH:9]([CH3:10])[NH:11][C:27]([c:25]3[cH:24][n:23]([CH3:30])[c:22](=[O:31])[c:21]([Cl:20])[cH:26]3)=[N:12]2)[cH:6][cH:7]1. Reactants: BrC1=CC=C(S1)S(=O)(=O)N1C=C(C(=C1C=1C(=NC=CC1)F)F)CN(C(OC(C)(C)C)=O)C (tert-butyl {[1-[(5-bromo-2-thienyl)sulfonyl]-4-fluoro-5-(2-fluoropyridin-3-yl)-1H-pyrrol-3-yl]methyl}methylcarbamate), C(C)(=O)OCC.Cl (hydrogen chloride-ethyl acetate). Solvent: C(C)(=O)OCC (ethyl acetate), CC(C)O (2-propanol). Conditions: time 1.5 hour. The product is Cl.BrC1=CC=C(S1)S(=O)(=O)N1C=C(C(=C1C=1C(=NC=CC1)F)F)CNC (1-[1-[(5-bromo-2-thienyl)sulfonyl]-4-fluoro-5-(2-fluoropyridin-3-yl)-1H-pyrrol-3-yl]-N-methylmethanamine hydrochloride). Yield: 55.0%. RXN SMILES: [Br:1][C:2]1[S:6][C:5]([S:7]([N:10]2[C:14]([C:15]3[C:16]([F:21])=[N:17][CH:18]=[CH:19][CH:20]=3)=[C:13]([F:22])[C:12]([CH2:23][N:24](C)[C:25](=O)OC(C)(C)C)=[CH:11]2)(=[O:9])=[O:8])=[CH:4][CH:3]=1.C(OCC)(=O)C.[ClH:39]>C(OCC)(=O)C.CC(O)C>[ClH:39].[Br:1][C:2]1[S:6][C:5]([S:7]([N:10]2[C:14]([C:15]3[C:16]([F:21])=[N:17][CH:18]=[CH:19][CH:20]=3)=[C:13]([F:22])[C:12]([CH2:23][NH:24][CH3:25])=[CH:11]2)(=[O:9])=[O:8])=[CH:4][CH:3]=1 |f:1.2,5.6|. Procedure: To a solution of tert-butyl {[1-[(5-bromo-2-thienyl)sulfonyl]-4-fluoro-5-(2-fluoropyridin-3-yl)-1H-pyrrol-3-yl]methyl}methylcarbamate (248 mg) in ethyl acetate (2 mL) and 2-propanol (1 mL) was added 4 mol/L hydrogen chloride-ethyl acetate solution (3 mL), and the mixture was stirred at room temperature for 1.5 hr. The reaction mixture was concentrated under reduced pressure, and the residue was recrystallized from a mixed solvent of ethyl acetate-ethanol to give the title compound as a white sol...